Task: describe an organic reaction: reactants, conditions, products, and yield. Dataset: the Open Reaction Database (ORD), a public repository of structured organic reaction records Starting materials: ClCCN1CCOCC1, O=[N+]([O-])c1cccc(O)c1Cl, Cl, [K+], [K+], O=C([O-])[O-], CN(C)C=O, O. Yields the product O=[N+]([O-])c1cccc(OCCN2CCOCC2)c1Cl. Reaction SMILES: [Cl:19][CH2:20][CH2:21][N:22]1[CH2:23][CH2:24][O:25][CH2:26][CH2:27]1.[Cl:1][c:2]1[c:3]([OH:11])[cH:4][cH:5][cH:6][c:7]1[N+:8](=[O:9])[O-:10].[ClH:18].[K+:12].[K+:13].[O-:14][C:15]([O-:16])=[O:17].[O:29]=[CH:30][N:31]([CH3:32])[CH3:33].[OH2:28]>>[Cl:1][c:2]1[c:3]([O:11][CH2:20][CH2:21][N:22]2[CH2:23][CH2:24][O:25][CH2:26][CH2:27]2)[cH:4][cH:5][cH:6][c:7]1[N+:8](=[O:9])[O-:10]. The reactants are CC(=O)O[BH-](OC(C)=O)OC(C)=O, C1CCOC1, CC(=O)O, CC=O, Cn1nc(Cl)cc(Nc2ccc(C3CCNCC3)cn2)c1=O, [Na+], [Na+], O=C([O-])O, O. The product is CCN1CCC(c2ccc(Nc3cc(Cl)nn(C)c3=O)nc2)CC1. As a reaction SMILES: [C:30]([O:31][BH-:32]([O:33][C:34](=[O:35])[CH3:36])[O:37][C:38](=[O:39])[CH3:40])(=[O:41])[CH3:42].[CH2:50]1[O:51][CH2:52][CH2:53][CH2:54]1.[CH3:26][C:27](=[O:28])[OH:29].[CH:23]([CH3:24])=[O:25].[Cl:1][c:2]1[cH:3][c:4]([NH:10][c:11]2[n:12][cH:13][c:14]([CH:17]3[CH2:18][CH2:19][NH:20][CH2:21][CH2:22]3)[cH:15][cH:16]2)[c:5](=[O:9])[n:6]([CH3:8])[n:7]1.[Na+:43].[Na+:48].[O-:44][C:45]([OH:46])=[O:47].[OH2:49]>>[Cl:1][c:2]1[cH:3][c:4]([NH:10][c:11]2[n:12][cH:13][c:14]([CH:17]3[CH2:18][CH2:19][N:20]([CH2:23][CH3:24])[CH2:21][CH2:22]3)[cH:15][cH:16]2)[c:5](=[O:9])[n:6]([CH3:8])[n:7]1. Reactants: C(C)(=O)NC=1C(=C(C(=O)NCCC(=O)O)C(=C(C1I)NC(C)=O)I)I (N-(3,5-diacetamido-2,4,6-triiodobenzoyl)-β-alanine), [N+](=O)([O-])C1=C(C=CC=C1)O (o-nitrophenol), C1(CCCCC1)N=C=NC1CCCCC1 (N,N'-dicyclohexylcarbodiimide). Product: [N+](=O)([O-])C1=C(C=CC=C1)OC(CCNC(C1=C(C(=C(C(=C1I)NC(C)=O)I)NC(C)=O)I)=O)=O (N-(3,5-diacetamido-2,4,6-triiodobenzoyl)-β-alanine-o-nitrophenyl ester). As a reaction SMILES: [C:1]([NH:4][C:5]1[C:6]([I:25])=[C:7]([C:16]([I:24])=[C:17]([NH:20][C:21](=[O:23])[CH3:22])[C:18]=1[I:19])[C:8]([NH:10][CH2:11][CH2:12][C:13]([OH:15])=[O:14])=[O:9])(=[O:3])[CH3:2].[N+:26]([C:29]1[CH:34]=[CH:33][CH:32]=[CH:31][C:30]=1O)([O-:28])=[O:27].C1(N=C=NC2CCCCC2)CCCCC1>>[N+:26]([C:29]1[CH:34]=[CH:33][CH:32]=[CH:31][C:30]=1[O:14][C:13](=[O:15])[CH2:12][CH2:11][NH:10][C:8](=[O:9])[C:7]1[C:6]([I:25])=[C:5]([NH:4][C:1](=[O:3])[CH3:2])[C:18]([I:19])=[C:17]([NH:20][C:21](=[O:23])[CH3:22])[C:16]=1[I:24])([O-:28])=[O:27]. Procedure details: Following the procedure of example 33 the product is synthesized from 13.7 g (20 mMol) N-(3,5-diacetamido-2,4,6-triiodobenzoyl)-β-alanine, 3.5 g (25 mMol)-o-nitrophenol and 5 g (24 mMol) N,N'-dicyclohexylcarbodiimide. Yield 11 g (68%). Starting materials: C(C)OC([C@H](CC1=CC=C(C=C1)OC\C=C\C1=CC2=CC=CC=C2C=C1)OCC)=O ((E)-(S)-2-Ethoxy-3-[4-(3-naphthalen-2-yl-allyloxy)-phenyl]-propionic acid ethyl ester), [OH-].[Na+] (sodium hydroxide). The solvent is C(C)O (ethanol). Conditions: temperature 35 celsius, time 1 hour. Product: C(C)O[C@H](C(=O)O)CC1=CC=C(C=C1)OC\C=C\C1=CC2=CC=CC=C2C=C1 ((E)-(S)-2-Ethoxy-3-[4-(3-naphthalen-2-yl-allyloxy)-phenyl]-propionic acid). Yield: 98.0%. Reaction SMILES: C([O:3][C:4](=[O:30])[C@@H:5]([O:27][CH2:28][CH3:29])[CH2:6][C:7]1[CH:12]=[CH:11][C:10]([O:13][CH2:14]/[CH:15]=[CH:16]/[C:17]2[CH:26]=[CH:25][C:24]3[C:19](=[CH:20][CH:21]=[CH:22][CH:23]=3)[CH:18]=2)=[CH:9][CH:8]=1)C.[OH-].[Na+]>C(O)C>[CH2:28]([O:27][C@@H:5]([CH2:6][C:7]1[CH:8]=[CH:9][C:10]([O:13][CH2:14]/[CH:15]=[CH:16]/[C:17]2[CH:26]=[CH:25][C:24]3[C:19](=[CH:20][CH:21]=[CH:22][CH:23]=3)[CH:18]=2)=[CH:11][CH:12]=1)[C:4]([OH:30])=[O:3])[CH3:29] |f:1.2|. Procedure: (E)-(S)-2-Ethoxy-3-[4-(3-naphthalen-2-yl-allyloxy)-phenyl]-propionic acid ethyl ester (example 23) (170 mg, 0.42 mmol) was dissolved in ethanol (20 mL) at 35° C. and sodium hydroxide (1N, 2.1 mL, 2.1 mmol) added. The mixture was stirred at 35° C. for 1 h, the ethanol evaporated in vacuo and the mixture acidified to pH 1 with 1N hydrochloric acid. The product was isolated by extraction with ethyl acetate (30 mL×2). The combined organic phases were dried (MgSO4), filtered and evaporated to give 15... The reactants are O=C(Cl)c1cccnc1, CC(C)(C)P(c1ccccc1-c1ccccc1)C(C)(C)C, C1CCOC1, CCCC[Sn](CCCC)(CCCC)c1cc(C(=O)OC)cc(C(=O)N(C)CCC)c1, Cl. The product is CCCN(C)C(=O)c1cc(C(=O)OC)cc(C(=O)c2cccnc2)c1. Reaction SMILES: [C:32]([c:33]1[cH:34][n:35][cH:36][cH:37][cH:38]1)(=[O:39])[Cl:40].[C:41]([P:42]([C:43]([CH3:44])([CH3:45])[CH3:46])[c:47]1[cH:48][cH:49][cH:50][cH:51][c:52]1-[c:53]1[cH:54][cH:55][cH:56][cH:57][cH:58]1)([CH3:59])([CH3:60])[CH3:61].[CH2:62]1[O:63][CH2:64][CH2:65][CH2:66]1.[CH3:1][O:2][C:3]([c:4]1[cH:5][c:6]([C:7](=[O:8])[N:9]([CH2:10][CH2:11][CH3:12])[CH3:13])[cH:14][c:15]([Sn:17]([CH2:18][CH2:19][CH2:20][CH3:21])([CH2:22][CH2:23][CH2:24][CH3:25])[CH2:26][CH2:27][CH2:28][CH3:29])[cH:16]1)=[O:30].[ClH:31]>>[CH3:1][O:2][C:3]([c:4]1[cH:5][c:6]([C:7](=[O:8])[N:9]([CH2:10][CH2:11][CH3:12])[CH3:13])[cH:14][c:15]([C:32]([c:33]2[cH:34][n:35][cH:36][cH:37][cH:38]2)=[O:39])[cH:16]1)=[O:30]. The reactants are CCOC(=O)CCCn1cc(C(=O)c2ccc(OC(CCBr)c3ccccc3)cc2)c2ccccc21, O=C([O-])[O-], COc1ccccc1N1CCNCC1, CN(C)C=O, [K+], [K+], O. Product: CCOC(=O)CCCn1cc(C(=O)c2ccc(OC(CCN3CCN(c4ccccc4OC)CC3)c3ccccc3)cc2)c2ccccc21. RXN SMILES: [Br:1][CH2:2][CH2:3][CH:4]([O:5][c:6]1[cH:7][cH:8][c:9]([C:10](=[O:11])[c:12]2[cH:13][n:14]([CH2:21][CH2:22][CH2:23][C:24](=[O:25])[O:26][CH2:27][CH3:28])[c:15]3[cH:16][cH:17][cH:18][cH:19][c:20]23)[cH:29][cH:30]1)[c:31]1[cH:32][cH:33][cH:34][cH:35][cH:36]1.[C:51](=[O:52])([O-:53])[O-:54].[CH3:37][O:38][c:39]1[c:40]([N:45]2[CH2:46][CH2:47][NH:48][CH2:49][CH2:50]2)[cH:41][cH:42][cH:43][cH:44]1.[CH3:58][N:59]([CH3:60])[CH:61]=[O:62].[K+:55].[K+:56].[OH2:57]>>[CH2:2]([CH2:3][CH:4]([O:5][c:6]1[cH:7][cH:8][c:9]([C:10](=[O:11])[c:12]2[cH:13][n:14]([CH2:21][CH2:22][CH2:23][C:24](=[O:25])[O:26][CH2:27][CH3:28])[c:15]3[cH:16][cH:17][cH:18][cH:19][c:20]23)[cH:29][cH:30]1)[c:31]1[cH:32][cH:33][cH:34][cH:35][cH:36]1)[N:48]1[CH2:47][CH2:46][N:45]([c:40]2[c:39]([O:38][CH3:37])[cH:44][cH:43][cH:42][cH:41]2)[CH2:50][CH2:49]1. Starting materials: CC1=C(C=CC(=C1)C1=NOC(=N1)C)C1=CC=C(C=C1)C(=O)N1CCC=2C=C3C(=CC12)C1(CCNCC1)CO3 (5-(2'-methyl-4'-(5-methyl-1,2,4-oxadiazol-3-yl)biphenyl4-carbonyl)-2,3,6,7-tetrahydrospiro[furo[2,3-f]indole-3,4'-piperidine]), C([O-])([O-])=O.[K+].[K+] (potassium carbonate), ClCCO (2-chloroethanol), C([O-])([O-])=O.[K+].[K+] (potassium carbonate), ClCCO (2-chloroethanol). Run in CC(CC)=O (2-butanone). Reaction conditions: time 30 hour. Yields the product OCCN1CCC2(CC1)COC1=CC=3CCN(C3C=C12)C(=O)C1=CC=C(C=C1)C1=C(C=C(C=C1)C1=NOC(=N1)C)C (1'-(2-Hydroxyethyl)-5-(2'-methyl-4'-(5-methyl-1,2,4-oxadiazol-3-yl)biphenyl4-carbonyl)-2,3,6,7-tetrahydrospiro[furo[2,3-f]indole-3,4'-piperidine]). Yield: 37.6%. RXN SMILES: [CH3:1][C:2]1[CH:7]=[C:6]([C:8]2[N:12]=[C:11]([CH3:13])[O:10][N:9]=2)[CH:5]=[CH:4][C:3]=1[C:14]1[CH:19]=[CH:18][C:17]([C:20]([N:22]2[C:30]3[CH:29]=[C:28]4[C:31]5([CH2:37][O:38][C:27]4=[CH:26][C:25]=3[CH2:24][CH2:23]2)[CH2:36][CH2:35][NH:34][CH2:33][CH2:32]5)=[O:21])=[CH:16][CH:15]=1.C(=O)([O-])[O-].[K+].[K+].Cl[CH2:46][CH2:47][OH:48]>CC(=O)CC>[OH:48][CH2:47][CH2:46][N:34]1[CH2:33][CH2:32][C:31]2([C:28]3[C:27](=[CH:26][C:25]4[CH2:24][CH2:23][N:22]([C:20]([C:17]5[CH:16]=[CH:15][C:14]([C:3]6[CH:4]=[CH:5][C:6]([C:8]7[N:12]=[C:11]([CH3:13])[O:10][N:9]=7)=[CH:7][C:2]=6[CH3:1])=[CH:19][CH:18]=5)=[O:21])[C:30]=4[CH:29]=3)[O:38][CH2:37]2)[CH2:36][CH2:35]1 |f:1.2.3|. Reported procedure: A stirred solution of 5-(2'-methyl-4'-(5-methyl-1,2,4-oxadiazol-3-yl)biphenyl4-carbonyl)-2,3,6,7-tetrahydrospiro[furo[2,3-f]indole-3,4'-piperidine] (E3 in WO 96/19477, 0.44 g, 0.87 mmole) in 2-butanone (30 ml) was treated with potassium carbonate (0.36 g, 2.6 mmole) and 2-chloroethanol (0.18 ml, 2.6 mmole) and heated under reflux for 56 hours, then additional potassium carbonate (0.36 g, 2.6 mmole) and 2-chloroethanol (0.18 ml, 2.6 mmole) added. Reflux was continued for a further 30 hours, then ... Reactants: COC=CC12CCC(c3ccccc3)(CC1)CC2, ClCCl, O=[Cr](=O)([O-])Cl, c1cc[nH+]cc1. Yields the product COC(=O)CC12CCC(c3ccccc3)(CC1)CC2. As a reaction SMILES: [CH3:1][O:2][CH:3]=[CH:4][C:5]12[CH2:6][CH2:7][C:8]([c:13]3[cH:14][cH:15][cH:16][cH:17][cH:18]3)([CH2:9][CH2:10]1)[CH2:11][CH2:12]2.[Cl:30][CH2:31][Cl:32].[O:19]=[Cr:20]([Cl:21])([O-:22])=[O:23].[nH+:24]1[cH:25][cH:26][cH:27][cH:28][cH:29]1>>[CH3:1][O:2][C:3]([CH2:4][C:5]12[CH2:6][CH2:7][C:8]([c:13]3[cH:14][cH:15][cH:16][cH:17][cH:18]3)([CH2:9][CH2:10]1)[CH2:11][CH2:12]2)=[O:19]. Product: ClC1=NC=C(C=C1C(C(C(=O)OCC)=NN)=O)I (Ethyl 3-(2-chloro-5-iodo-3-pyridinyl)-2-hydrazono-3-oxopropanoate). Procedure: Triphenylphosphine(1.95 g) is added in one portion to a solution of ethyl 3-(2-chloro -5-iodo-3-pyridinyl)-2-diazo-3-oxopropanoate (Preparation 19, 2.57 g) in diisopropyl ether (25 mL) and chloroform (15 mL) at room temperature. The yellow solution is stirred under nitrogen for 18 h. The mixture is then treated with water (0.125 mL), heated to reflux for 2 h, and then stirred overnight at room temperature. The mixture is filtered, and the solids are washed with hexane and dried to give 1.83 g of... The solvent is C(C)(C)OC(C)C (diisopropyl ether), C(Cl)(Cl)Cl (chloroform). Reaction conditions: time 18 hour. As a reaction SMILES: C1(P(C2C=CC=CC=2)C2C=CC=CC=2)C=CC=CC=1.[Cl:20][C:21]1[C:26]([C:27](=[O:36])[C:28](=[N+:34]=[N-:35])[C:29]([O:31][CH2:32][CH3:33])=[O:30])=[CH:25][C:24]([I:37])=[CH:23][N:22]=1.O>C(OC(C)C)(C)C.C(Cl)(Cl)Cl>[Cl:20][C:21]1[C:26]([C:27](=[O:36])[C:28](=[N:34][NH2:35])[C:29]([O:31][CH2:32][CH3:33])=[O:30])=[CH:25][C:24]([I:37])=[CH:23][N:22]=1. Yield: 70.8%. Reactants: C1(=CC=CC=C1)P(C1=CC=CC=C1)C1=CC=CC=C1 (Triphenylphosphine), ClC1=NC=C(C=C1C(C(C(=O)OCC)=[N+]=[N-])=O)I (ethyl 3-(2-chloro -5-iodo-3-pyridinyl)-2-diazo-3-oxopropanoate), O (water).